This data is from the Open Reaction Database (ORD), a public repository of structured organic reaction records. The task is: describe an organic reaction: reactants, conditions, products, and yield Reactants: CO, CCOC(=O)c1c(Cc2ccccc2)sc2c1c(=O)n(C)c(=O)n2CC(C)C, [Na+], C1CCOC1, [OH-], O. Product: CC(C)Cn1c(=O)n(C)c(=O)c2c(C(=O)O)c(Cc3ccccc3)sc21. Reaction SMILES: [CH3:32][OH:33].[CH3:3][n:4]1[c:5](=[O:30])[n:6]([CH2:26][CH:27]([CH3:28])[CH3:29])[c:7]2[c:8]([c:9]1=[O:10])[c:11]([C:21](=[O:22])[O:23][CH2:24][CH3:25])[c:12]([CH2:14][c:15]1[cH:16][cH:17][cH:18][cH:19][cH:20]1)[s:13]2.[Na+:2].[O:34]1[CH2:35][CH2:36][CH2:37][CH2:38]1.[OH-:1].[OH2:31]>>[CH3:3][n:4]1[c:5](=[O:30])[n:6]([CH2:26][CH:27]([CH3:28])[CH3:29])[c:7]2[c:8]([c:9]1=[O:10])[c:11]([C:21](=[O:22])[OH:23])[c:12]([CH2:14][c:15]1[cH:16][cH:17][cH:18][cH:19][cH:20]1)[s:13]2. Starting materials: resultant mixture, C(#N)CC(=O)O (2-cyanoacetic acid), BrC1=CC=C(S1)C(CCC(=O)O)=O (4-(5-bromothiophen-2-yl)-4-oxobutanoic acid), C1=CN(C=N1)C(=O)N2C=CN=C2 (CDI). Run in C1CCOC1 (THF), C1CCOC1 (THF). Conditions: time 1 hour. Yields the product BrC1=CC=C(S1)C(CCC(CC#N)=O)=O (6-(5-bromothiophen-2-yl)-3,6-dioxohexanenitrile). Isolated yield 69.0%. RXN SMILES: [C:1]([CH2:3][C:4]([OH:6])=O)#[N:2].[Br:7][C:8]1[S:12][C:11]([C:13](=[O:19])[CH2:14][CH2:15]C(O)=O)=[CH:10][CH:9]=1.C1N=CN(C(N2C=NC=C2)=O)C=1>C1COCC1>[Br:7][C:8]1[S:12][C:11]([C:13](=[O:19])[CH2:14][CH2:15][C:4](=[O:6])[CH2:3][C:1]#[N:2])=[CH:10][CH:9]=1. Reported procedure: To a solution of 2-cyanoacetic acid (13 g, 50 mmol) in THF (100 mL) was added dropwise i-PrMgC1 (16 g, 250 mmol) at −78° C. for 1 h. A solution of 4-(5-bromothiophen-2-yl)-4-oxobutanoic acid (8A) and CDI (12 g, 74 mmol) in THF was added dropwise at −78° C. and the resultant mixture was stirred at −78° C. for 1 h and at room temperature for 1 h. The reaction mixture was quenched with saturated ammonium chloride (200 mL). The organic phase was separated, dried over Na2SO4, filtered, concentrated a... Starting materials: C(C)(=O)O[BH-](OC(C)=O)OC(C)=O.[Na+] (Sodium triacetoxyborohydride), ClC=1C2=C(N=CN1)N(C=C2C2=CC=C(OC1=C(C=O)C=CC=C1)C=C2)C2COCC2 ((4-(4-chloro-7-(3-tetrahydrofuryl)-7H-pyrrolo[2,3-d]pyrimidin-5-yl)phenoxy]benzaldehyde), C(C)NCC (diethylamine). Run in ClCCCl (1,2-dichloroethane). Conditions: time 20 hour. Product: ClC=1C2=C(N=CN1)N(C=C2C2=CC=C(OC1=C(CN(CC)CC)C=CC=C1)C=C2)C2COCC2 (2-[4-(4-chloro-7-(3-tetrahydrofuryl)-7H-pyrrolo[2,3-d)pyrimidin-5-yl)phenoxy]-N,N-diethylbenzylamine). RXN SMILES: C(O[BH-](OC(=O)C)OC(=O)C)(=O)C.[Na+].[Cl:15][C:16]1[C:17]2[C:24]([C:25]3[CH:39]=[CH:38][C:28]([O:29][C:30]4[CH:37]=[CH:36][CH:35]=[CH:34][C:31]=4[CH:32]=O)=[CH:27][CH:26]=3)=[CH:23][N:22]([CH:40]3[CH2:44][CH2:43][O:42][CH2:41]3)[C:18]=2[N:19]=[CH:20][N:21]=1.[CH2:45]([NH:47][CH2:48][CH3:49])[CH3:46]>ClCCCl>[Cl:15][C:16]1[C:17]2[C:24]([C:25]3[CH:26]=[CH:27][C:28]([O:29][C:30]4[CH:37]=[CH:36][CH:35]=[CH:34][C:31]=4[CH2:32][N:47]([CH2:48][CH3:49])[CH2:45][CH3:46])=[CH:38][CH:39]=3)=[CH:23][N:22]([CH:40]3[CH2:44][CH2:43][O:42][CH2:41]3)[C:18]=2[N:19]=[CH:20][N:21]=1 |f:0.1|. Reported procedure: Sodium triacetoxyborohydride (264 mg) was added to a mixture of 2-[(4-(4-chloro-7-(3-tetrahydrofuryl)-7H-pyrrolo[2,3-d]pyrimidin-5-yl)phenoxy]benzaldehyde (330 mg) and diethylamine (121 mg) in 1,2-dichloroethane in a vial (5 ml) and the vial septum sealed. The mixture was stirred at ambient temperature for 20 hours then quenched with saturated aqueous sodium bicarbonate solution (5 ml). The mixture was extracted with ethyl acetate to give 2-[4-(4-chloro-7-(3-tetrahydrofuryl)-7H-pyrrolo[2,3-d)pyr... The reactants are C(C)(C)(C)OC(=O)NCCCNC1=C2C=CN=CC2=CC=C1 (N-(tert-butoxycarbonyl)-N′-(5-isoquinolyl)-1,3-propylenediamine), Cl.CO (hydrogen chloride methanol). Yields the product Cl.C1=NC=CC2=C(C=CC=C12)NCCCN (N-(5-isoquinolyl)-1,3-propylenediamine hydrochloride). RXN SMILES: C(OC([NH:8][CH2:9][CH2:10][CH2:11][NH:12][C:13]1[CH:22]=[CH:21][CH:20]=[C:19]2[C:14]=1[CH:15]=[CH:16][N:17]=[CH:18]2)=O)(C)(C)C.[ClH:23].CO>>[ClH:23].[CH:18]1[C:19]2[C:14](=[C:13]([NH:12][CH2:11][CH2:10][CH2:9][NH2:8])[CH:22]=[CH:21][CH:20]=2)[CH:15]=[CH:16][N:17]=1 |f:1.2,3.4|. Procedure details: According to the method of Example 1, Step C, deprotection was performed (50° C., 2 hours) by using Intermediate 28 (301 mg) and 10% hydrogen chloride/methanol solution (5 ml). The reaction mixture was cooled to room temperature, and then the solvent was evaporated under reduced pressure. The residue was added with methanol (1 ml) and diethyl ether (3 ml). The deposited precipitates were collected by filtration and washed with diethyl ether to obtain the title compound (264 mg) as light yellow p... The reactants are C1CCOC1, CCOc1cc(C(CC(=O)OC)N2Cc3c(Cl)ccc(NC(=O)C4CC4)c3C2=O)ccc1OC, [Na+], [OH-], O. The product is CCOc1cc(C(CC(=O)O)N2Cc3c(Cl)ccc(NC(=O)C4CC4)c3C2=O)ccc1OC. RXN SMILES: [CH2:38]1[O:39][CH2:40][CH2:41][CH2:42]1.[CH3:1][O:2][C:3]([CH2:4][CH:5]([c:6]1[cH:7][c:8]([O:14][CH2:15][CH3:16])[c:9]([O:12][CH3:13])[cH:10][cH:11]1)[N:17]1[C:18](=[O:33])[c:19]2[c:20]([NH:27][C:28](=[O:29])[CH:30]3[CH2:31][CH2:32]3)[cH:21][cH:22][c:23]([Cl:26])[c:24]2[CH2:25]1)=[O:34].[Na+:36].[OH-:35].[OH2:37]>>[O:2]=[C:3]([CH2:4][CH:5]([c:6]1[cH:7][c:8]([O:14][CH2:15][CH3:16])[c:9]([O:12][CH3:13])[cH:10][cH:11]1)[N:17]1[C:18](=[O:33])[c:19]2[c:20]([NH:27][C:28](=[O:29])[CH:30]3[CH2:31][CH2:32]3)[cH:21][cH:22][c:23]([Cl:26])[c:24]2[CH2:25]1)[OH:34]. Reactants: C(C)(=O)C(CC#CCCCC(=O)OC)(CCCC(COC1=CC=C(C=C1)F)OC(C)=O)C(=O)OCC (Methyl 8-acetyl-8-ethoxycarbonyl-12-acetoxy-13-(4-fluorophenoxy)-5-tridecynoate), [OH-].[Na+] (sodium hydroxide). Run in O (water), CO (methanol). Yields the product C(C)(=O)C(CC#CCCCC(=O)O)CCCC(COC1=CC=C(C=C1)F)O (8-Acetyl-12-hydroxy-13-(4-fluorophenoxy)-5-tridecynoic Acid). RXN SMILES: [C:1]([C:4](C(OCC)=O)([CH2:15][CH2:16][CH2:17][CH:18]([O:28]C(=O)C)[CH2:19][O:20][C:21]1[CH:26]=[CH:25][C:24]([F:27])=[CH:23][CH:22]=1)[CH2:5][C:6]#[C:7][CH2:8][CH2:9][CH2:10][C:11]([O:13]C)=[O:12])(=[O:3])[CH3:2].[OH-].[Na+]>O.CO>[C:1]([CH:4]([CH2:15][CH2:16][CH2:17][CH:18]([OH:28])[CH2:19][O:20][C:21]1[CH:26]=[CH:25][C:24]([F:27])=[CH:23][CH:22]=1)[CH2:5][C:6]#[C:7][CH2:8][CH2:9][CH2:10][C:11]([OH:13])=[O:12])(=[O:3])[CH3:2] |f:1.2|. Procedure details: Methyl 8-acetyl-8-ethoxycarbonyl-12-acetoxy-13-(4-fluorophenoxy)-5-tridecynoate (40.00 g., 0.079 mole) is added to a solution of sodium hydroxide (18.96 g.; 0.474 mole) in water (132.7 ml.) and methanol (462.9 ml.). The resulting solution is allowed to stand for 191/2 hours at 55°.